describe an organic reaction: reactants, conditions, products, and yield From a dataset of the Open Reaction Database (ORD), a public repository of structured organic reaction records. Starting materials: [OH-].[Na+] (sodium hydroxide), CC1=C(C=C(C=C1)C)O (2,5-dimethylphenol), BrCCCC(=O)OCC (Ethyl 4-bromobutyrate), [O-]CC.[Na+] (sodium ethoxide). Run in O (water), O (water), C(C)O (ethanol), C(C)O (ethanol). Reaction conditions: time 10 minute. Product: CC1=C(OCCCC(=O)O)C=C(C=C1)C (4-(2,5-Dimethylphenoxy)butyric acid). As a reaction SMILES: [CH3:1][C:2]1[CH:7]=[CH:6][C:5]([CH3:8])=[CH:4][C:3]=1[OH:9].[O-]CC.[Na+].Br[CH2:15][CH2:16][CH2:17][C:18]([O:20]CC)=[O:19].[OH-].[Na+]>C(O)C.O>[CH3:1][C:2]1[CH:7]=[CH:6][C:5]([CH3:8])=[CH:4][C:3]=1[O:9][CH2:15][CH2:16][CH2:17][C:18]([OH:20])=[O:19] |f:1.2,4.5|. Reported procedure: 2,5-dimethylphenol (24.5 g, 0.2 mol) was dissolved in 125 ml of anhydrous ethanol. To the solution was added 75 ml of 21 wt % sodium ethoxide solution in ethanol (0.2 mol). The mixture solution was stirred at room temperature for 10 min. Ethyl 4-bromobutyrate (40 g, 0.205 mol) was then added to the solution. The reaction mixture was refluxed at 80° C. for 24 h. The precipitate was filtered off. The filtrate was then mixed with a solution of sodium hydroxide (10 g, 0.25 mol) in 150 ml of water. T... Starting materials: [Al+3], CN(CCC1CCC(CC=O)CC1)C(=O)OC(C)(C)C, [H-], [H-], [H-], [H-], [Li+], C1CCOC1. Product: CN(CCC1CCC(CCO)CC1)C(=O)OC(C)(C)C. As a reaction SMILES: [Al+3:2].[C:7]([CH3:8])([CH3:9])([CH3:10])[O:11][C:12]([N:13]([CH2:14][CH2:15][CH:16]1[CH2:17][CH2:18][CH:19]([CH2:22][CH:23]=[O:24])[CH2:20][CH2:21]1)[CH3:25])=[O:26].[H-:1].[H-:4].[H-:5].[H-:6].[Li+:3].[O:27]1[CH2:28][CH2:29][CH2:30][CH2:31]1>>[C:7]([CH3:8])([CH3:9])([CH3:10])[O:11][C:12]([N:13]([CH2:14][CH2:15][CH:16]1[CH2:17][CH2:18][CH:19]([CH2:22][CH2:23][OH:24])[CH2:20][CH2:21]1)[CH3:25])=[O:26]. Reactants: Oc1ccccc1Br, BrCC1CCCCC1, O=C([O-])[O-], CN(C)C=O, [K+], [K+], O. The product is Brc1ccccc1OCC1CCCCC1. As a reaction SMILES: [Br:1][c:2]1[c:3]([OH:8])[cH:4][cH:5][cH:6][cH:7]1.[Br:9][CH2:10][CH:11]1[CH2:12][CH2:13][CH2:14][CH2:15][CH2:16]1.[C:17](=[O:18])([O-:19])[O-:20].[CH3:24][N:25]([CH3:26])[CH:27]=[O:28].[K+:21].[K+:22].[OH2:23]>>[Br:1][c:2]1[c:3]([O:8][CH2:10][CH:11]2[CH2:12][CH2:13][CH2:14][CH2:15][CH2:16]2)[cH:4][cH:5][cH:6][cH:7]1. Reactants: CC(C)OC(C)C, CC(C)(C)OC(=O)CS(=O)c1cccc(-c2nc(=O)c3ccccc3s2)n1, O=C(O)C(F)(F)F. The product is O=C(O)CS(=O)c1cccc(-c2nc(=O)c3ccccc3s2)n1. RXN SMILES: [CH:28]([O:29][CH:30]([CH3:31])[CH3:32])([CH3:33])[CH3:34].[O:1]=[c:2]1[n:3][c:4](-[c:12]2[cH:13][cH:14][cH:15][c:16]([S:18](=[O:19])[CH2:20][C:21](=[O:22])[O:23][C:24]([CH3:25])([CH3:26])[CH3:27])[n:17]2)[s:5][c:6]2[c:7]1[cH:8][cH:9][cH:10][cH:11]2.[OH:35][C:36]([C:37]([F:38])([F:39])[F:40])=[O:41]>>[O:1]=[c:2]1[n:3][c:4](-[c:12]2[cH:13][cH:14][cH:15][c:16]([S:18](=[O:19])[CH2:20][C:21](=[O:22])[OH:23])[n:17]2)[s:5][c:6]2[c:7]1[cH:8][cH:9][cH:10][cH:11]2. The reactants are CC1(C)OCc2cc(C3CN(CCCCCCOCCOCc4ccc(Br)cc4)C(=O)O3)ccc2O1, O=C([O-])[O-], N=C(c1ccccc1)c1ccccc1, Cc1ccccc1, ClCCl, [Cs+], [Cs+], CC(=O)[O-], CC(=O)[O-], [Pd+2]. The product is CC1(C)OCc2cc(C3CN(CCCCCCOCCOCc4ccc(N=C(c5ccccc5)c5ccccc5)cc4)C(=O)O3)ccc2O1. As a reaction SMILES: [Br:21][c:22]1[cH:23][cH:24][c:25]([CH2:26][O:27][CH2:28][CH2:29][O:30][CH2:31][CH2:32][CH2:33][CH2:34][CH2:35][CH2:36][N:37]2[C:38](=[O:54])[O:39][CH:40]([c:42]3[cH:43][c:44]4[c:45]([cH:52][cH:53]3)[O:46][C:47]([CH3:50])([CH3:51])[O:48][CH2:49]4)[CH2:41]2)[cH:55][cH:56]1.[C:1](=[O:2])([O-:3])[O-:4].[C:7]([c:8]1[cH:9][cH:10][cH:11][cH:12][cH:13]1)([c:14]1[cH:15][cH:16][cH:17][cH:18][cH:19]1)=[NH:20].[CH3:60][c:61]1[cH:62][cH:63][cH:64][cH:65][cH:66]1.[Cl:57][CH2:58][Cl:59].[Cs+:5].[Cs+:6].[O-:68][C:69]([CH3:70])=[O:71].[O-:72][C:73]([CH3:74])=[O:75].[Pd+2:67]>>[C:7]([c:8]1[cH:9][cH:10][cH:11][cH:12][cH:13]1)([c:14]1[cH:15][cH:16][cH:17][cH:18][cH:19]1)=[N:20][c:22]1[cH:23][cH:24][c:25]([CH2:26][O:27][CH2:28][CH2:29][O:30][CH2:31][CH2:32][CH2:33][CH2:34][CH2:35][CH2:36][N:37]2[C:38](=[O:54])[O:39][CH:40]([c:42]3[cH:43][c:44]4[c:45]([cH:52][cH:53]3)[O:46][C:47]([CH3:50])([CH3:51])[O:48][CH2:49]4)[CH2:41]2)[cH:55][cH:56]1. Reactants: CCO, CCOC(=O)CCN(C)C(=O)c1ccc(NC(c2oc3ccc(OCc4ccncc4)cc3c2C)C2CCCCC2)cc1, [Na+], [OH-]. Yields the product Cc1c(C(Nc2ccc(C(=O)N(C)CCC(=O)O)cc2)C2CCCCC2)oc2ccc(OCc3ccncc3)cc12. Reaction SMILES: [CH3:46][CH2:47][OH:48].[CH:1]1([CH:7]([c:8]2[o:9][c:10]3[c:11]([c:12]2[CH3:13])[cH:14][c:15]([O:18][CH2:19][c:20]2[cH:21][cH:22][n:23][cH:24][cH:25]2)[cH:16][cH:17]3)[NH:26][c:27]2[cH:28][cH:29][c:30]([C:33](=[O:34])[N:35]([CH2:36][CH2:37][C:38](=[O:39])[O:40][CH2:41][CH3:42])[CH3:43])[cH:31][cH:32]2)[CH2:2][CH2:3][CH2:4][CH2:5][CH2:6]1.[Na+:45].[OH-:44]>>[CH:1]1([CH:7]([c:8]2[o:9][c:10]3[c:11]([c:12]2[CH3:13])[cH:14][c:15]([O:18][CH2:19][c:20]2[cH:21][cH:22][n:23][cH:24][cH:25]2)[cH:16][cH:17]3)[NH:26][c:27]2[cH:28][cH:29][c:30]([C:33](=[O:34])[N:35]([CH2:36][CH2:37][C:38](=[O:39])[OH:40])[CH3:43])[cH:31][cH:32]2)[CH2:2][CH2:3][CH2:4][CH2:5][CH2:6]1.